From a dataset of the Open Reaction Database (ORD), a public repository of structured organic reaction records. describe an organic reaction: reactants, conditions, products, and yield The reactants are [Si](C)(C)(C(C)(C)C)OCC=1C=C(C=O)C=CC1 (3-tert-butyldimethylsilyloxymethylbenzaldehyde), [Cl-].[NH4+] (ammonium chloride), potassium tertbutylate, COP(OC)(=O)CC(CCCCCCCC)=O (2-oxo-decyl-phosphonic acid dimethyl ester). Solvent: O1CCCC1 (tetrahydrofuran), O1CCCC1 (tetrahydrofuran). Conditions: time 20 minute. Yields the product [Si](C)(C)(C(C)(C)C)OCC=1C=C(C=CC1)\C=C\C(CCCCCCCC)=O (1-[3-(tert-butyldimethylsilyloxymethyl)-phenyl]-(1E)-undecen-3-one). RXN SMILES: COP([CH2:7][C:8](=[O:17])[CH2:9][CH2:10][CH2:11][CH2:12][CH2:13][CH2:14][CH2:15][CH3:16])(=O)OC.[Si:18]([O:25][CH2:26][C:27]1[CH:28]=[C:29]([CH:32]=[CH:33][CH:34]=1)[CH:30]=O)([C:21]([CH3:24])([CH3:23])[CH3:22])([CH3:20])[CH3:19].[Cl-].[NH4+]>O1CCCC1>[Si:18]([O:25][CH2:26][C:27]1[CH:28]=[C:29](/[CH:30]=[CH:7]/[C:8](=[O:17])[CH2:9][CH2:10][CH2:11][CH2:12][CH2:13][CH2:14][CH2:15][CH3:16])[CH:32]=[CH:33][CH:34]=1)([C:21]([CH3:24])([CH3:23])[CH3:22])([CH3:20])[CH3:19] |f:2.3|. Reported procedure: For Wittig-Horner olefination, 3.64 g of potassium-tertbutylate is added at -20° C. to a solution of 9.41 g of-2-oxo-decyl-phosphonic acid dimethyl ester in 280 ml of tetrahydrofuran and stirred for 20 minutes at this temperature. Then, a solution of 4.5 g of 3-tert-butyldimethylsilyloxymethylbenzaldehyde (see example 18A) in 150 ml of tetrahydrofuran is instilled in this solution and stirred for one hour at -20° C. It is poured on 500 ml of saturated ammonium chloride solution, extracted with e... Reactants: CON=C1[C@@H]2N(C(=C(CS2)C)C(=O)OCC(Cl)(Cl)Cl)C1=O (2,2,2-trichloroethyl 7-methoxyimino-3-methyl-3-cephem-4-carboxylate), Cl (hydrochloric acid). The solvent is O1CCCC1 (tetrahydrofuran), O (water), O1CCCC1 (tetrahydrofuran). Yields the product CON[C@H]1[C@@H]2N(C(=C(CS2)C)C(=O)OCC(Cl)(Cl)Cl)C1=O (2,2,2-trichloroethyl 7β-methoxyamino-3-methyl-3-cephem-4-carboxylate). Yield: 60.2%. As a reaction SMILES: [CH3:1][O:2][N:3]=[C:4]1[C:20](=[O:21])[N:6]2[C:7]([C:12]([O:14][CH2:15][C:16]([Cl:19])([Cl:18])[Cl:17])=[O:13])=[C:8]([CH3:11])[CH2:9][S:10][C@H:5]12.Cl>O1CCCC1.O>[CH3:1][O:2][NH:3][C@@H:4]1[C:20](=[O:21])[N:6]2[C:7]([C:12]([O:14][CH2:15][C:16]([Cl:17])([Cl:18])[Cl:19])=[O:13])=[C:8]([CH3:11])[CH2:9][S:10][C@H:5]12. Procedure: In tetrahydrofuran (25 ml) is dissolved 2,2,2-trichloroethyl 7-methoxyimino-3-methyl-3-cephem-4-carboxylate (5.80 g) and under ice-cooling stirring, a 1 M tetrahydrofuran solution of borane-tetrahydrofuran complex (198 ml) is added dropwise over a period of 80 minutes. The reaction mixture is diluted with water (20 ml), adjusted to pH 1 with dilute hydrochloric acid and stirred at room temperature for 1.5 hours. The organic solvent is distilled off, the residual aqueous solution is adjusted to p... The reactants are C1CCOC1, CN, CC(C)=O, CC(C)(C)[Si](C)(C)OCc1c(Cl)nc(S(=O)(=O)Cl)n1COCC[Si](C)(C)C. Product: CNS(=O)(=O)c1nc(Cl)c(CO[Si](C)(C)C(C)(C)C)n1COCC[Si](C)(C)C. As a reaction SMILES: [CH2:34]1[O:35][CH2:36][CH2:37][CH2:38]1.[CH3:28][NH2:29].[CH3:30][C:31](=[O:32])[CH3:33].[Cl:1][c:2]1[n:3][c:4]([S:24](=[O:25])(=[O:26])[Cl:27])[n:5]([CH2:16][O:17][CH2:18][CH2:19][Si:20]([CH3:21])([CH3:22])[CH3:23])[c:6]1[CH2:7][O:8][Si:9]([CH3:10])([CH3:11])[C:12]([CH3:13])([CH3:14])[CH3:15]>>[Cl:1][c:2]1[n:3][c:4]([S:24](=[O:25])(=[O:26])[NH:29][CH3:28])[n:5]([CH2:16][O:17][CH2:18][CH2:19][Si:20]([CH3:21])([CH3:22])[CH3:23])[c:6]1[CH2:7][O:8][Si:9]([CH3:10])([CH3:11])[C:12]([CH3:13])([CH3:14])[CH3:15]. The reactants are ClC=1C2=C(N=CN1)SC1=C2CCC(C1)C(=O)N(C(C)C)CC ((RS)-4-chloro-N-ethyl-N-isopropyl-5,6,7,8-tetrahydro[1]benzothieno[2,3-d]pyrimidine-7-carboxamide), NC1=CC2=C(NC(S2)=O)C=C1OC (6-amino-5-methoxy-1,3-benzothiazol-2(3H)-one). The product is C(C)N(C(=O)C1CC2=C(CC1)C1=C(N=CN=C1NC1=CC3=C(NC(S3)=O)C=C1OC)S2)C(C)C ((RS)—N-Ethyl-N-isopropyl-4-[(5-methoxy-2-oxo-2,3-dihydro-1,3-benzothiazol-6-yl)amino]-5,6,7,8-tetrahydro[1]benzothieno[2,3-d]pyrimidine-7-carboxamide). RXN SMILES: Cl[C:2]1[C:3]2[C:10]3[CH2:11][CH2:12][CH:13]([C:15]([N:17]([CH2:21][CH3:22])[CH:18]([CH3:20])[CH3:19])=[O:16])[CH2:14][C:9]=3[S:8][C:4]=2[N:5]=[CH:6][N:7]=1.[NH2:23][C:24]1[C:33]([O:34][CH3:35])=[CH:32][C:27]2[NH:28][C:29](=[O:31])[S:30][C:26]=2[CH:25]=1>>[CH2:21]([N:17]([CH:18]([CH3:20])[CH3:19])[C:15]([CH:13]1[CH2:12][CH2:11][C:10]2[C:3]3[C:2]([NH:23][C:24]4[C:33]([O:34][CH3:35])=[CH:32][C:27]5[NH:28][C:29](=[O:31])[S:30][C:26]=5[CH:25]=4)=[N:7][CH:6]=[N:5][C:4]=3[S:8][C:9]=2[CH2:14]1)=[O:16])[CH3:22]. Procedure: 40 mg (118 μmol) (RS)-4-chloro-N-ethyl-N-isopropyl-5,6,7,8-tetrahydro[1]benzothieno[2,3-d]pyrimidine-7-carboxamide (prepared according to intermediate example 86a) were transformed in analogy to example 1 using 6-amino-5-methoxy-1,3-benzothiazol-2(3H)-one to give after working up and purification 10.9 mg (18%) of the title compound. The reactants are C1CCOC1, CCC(O)(c1ccccc1)c1ccccc1C, CCCCCCC, CC(C)O, O, O=S(=O)(O)O. Product: CC=C(c1ccccc1)c1ccccc1C. RXN SMILES: [CH2:8]1[O:9][CH2:10][CH2:11][CH2:12]1.[CH3:13][c:14]1[c:15]([C:20]([CH2:21][CH3:22])([OH:23])[c:24]2[cH:25][cH:26][cH:27][cH:28][cH:29]2)[cH:16][cH:17][cH:18][cH:19]1.[CH3:1][CH2:2][CH2:3][CH2:4][CH2:5][CH2:6][CH3:7].[CH:30]([OH:31])([CH3:32])[CH3:33].[OH2:39].[S:34](=[O:35])(=[O:36])([OH:37])[OH:38]>>[CH3:13][c:14]1[c:15]([C:20](=[CH:21][CH3:22])[c:24]2[cH:25][cH:26][cH:27][cH:28][cH:29]2)[cH:16][cH:17][cH:18][cH:19]1. Starting materials: CC=1C=C(C=O)C=CC1 (3-methylbenzaldehyde), N1CCCCC1 (piperidine), CN1C(N(C2=C1C=CC(=C2)CC(C)=O)C)=O (1,3-Dimethyl-5-(2-oxo-propyl)-1,3-dihydro-benzoimidazol-2-one). The solvent is C1(=CC=CC=C1)C (toluene). Run at time 18 hour. Yields the product C(C)(=O)C(=CC=1C=C(C=CC1)C)C1=CC2=C(N(C(N2C)=O)C)C=C1 (5-(1-Acetyl-2-m-tolyl-vinyl)-1,3-dimethyl-1,3-dihydro-benzoimidazol-2-one). RXN SMILES: [CH3:1][N:2]1[C:6]2[CH:7]=[CH:8][C:9]([CH2:11][C:12](=[O:14])[CH3:13])=[CH:10][C:5]=2[N:4]([CH3:15])[C:3]1=[O:16].[CH3:17][C:18]1[CH:19]=[C:20]([CH:23]=[CH:24][CH:25]=1)[CH:21]=O.N1CCCCC1>C1(C)C=CC=CC=1>[C:12]([C:11]([C:9]1[CH:8]=[CH:7][C:6]2[N:2]([CH3:1])[C:3](=[O:16])[N:4]([CH3:15])[C:5]=2[CH:10]=1)=[CH:17][C:18]1[CH:19]=[C:20]([CH3:21])[CH:23]=[CH:24][CH:25]=1)(=[O:14])[CH3:13]. Procedure: 1,3-Dimethyl-5-(2-oxo-propyl)-1,3-dihydro-benzoimidazol-2-one was diluted with toluene (30 mL) and treated with 3-methylbenzaldehyde (0.82 mL) and piperidine (0.3 mL). The mixture was placed in an oil bath set to a temperature of 145° C. and the flask was fitted with a pressure equalizing funnel containing 4 Å molecular sieves and equipped with a condenser. After 18 hours the mixture was allowed to cool and was concentrated. Chromatography on silica gel afforded 5-(1-Acetyl-2-m-tolyl-vinyl)-1,3-... The reactants are CC(C)(C)O, [Ce+3], [Cl-], [Cl-], [Cl-], [O-]Cl, C=C(C)c1c(F)cnc2cc(F)c(OC)nc12, [Na+], [Na+], [Na+], O, O, O, O, O, O, O, O=S([O-])[O-]. Product: C=C(CCl)c1c(F)cnc2cc(F)c(OC)nc12. As a reaction SMILES: [CH3:38][C:39]([OH:40])([CH3:41])[CH3:42].[Ce+3:26].[Cl-:25].[Cl-:27].[Cl-:28].[Cl:29][O-:30].[F:1][c:2]1[c:3]([O:16][CH3:17])[n:4][c:5]2[c:6]([C:13](=[CH2:14])[CH3:15])[c:7]([F:12])[cH:8][n:9][c:10]2[cH:11]1.[Na+:31].[Na+:36].[Na+:37].[OH2:18].[OH2:19].[OH2:20].[OH2:21].[OH2:22].[OH2:23].[OH2:24].[S:32]([O-:33])([O-:34])=[O:35]>>[F:1][c:2]1[c:3]([O:16][CH3:17])[n:4][c:5]2[c:6]([C:13]([CH2:14][Cl:25])=[CH2:15])[c:7]([F:12])[cH:8][n:9][c:10]2[cH:11]1. Starting materials: BrC=1C(=NC(=NC1)N1CCOCC1)C (4-(5-Bromo-4-methylpyrimidin-2-yl)morpholine), FC1=C(C=CC=C1C=O)B(O)O ((2-fluoro-3-formylphenyl)boronic acid), P(=O)([O-])([O-])[O-].[K+].[K+].[K+] (potassium phosphate), C1(CCCCC1)P(C1=C(C=CC=C1)C1=C(C=CC=C1OC)OC)C1CCCCC1 (dicyclohexyl(2′,6′-dimethoxybiphenyl-2-yl)phosphine), FC1=C(C=CC=C1C=O)B(O)O ((2-Fluoro-3-formylphenyl)boronic acid), P(=O)([O-])([O-])[O-].[K+].[K+].[K+] (potassium phosphate), C1(CCCCC1)P(C1=C(C=CC=C1)C1=C(C=CC=C1OC)OC)C1CCCCC1 (dicyclohexyl(2′,6′-dimethoxybiphenyl-2-yl)phosphine). The reagents and catalysts are C(C)(=O)[O-].[Pd+2].C(C)(=O)[O-] (palladium acetate), C(C)(=O)[O-].[Pd+2].C(C)(=O)[O-] (palladium acetate). The solvent is O (water), C1(=CC=CC=C1)C (toluene), O (water), O (water), C(Cl)(Cl)Cl (CHCl3). Reaction conditions: temperature 100 celsius, time 4 hour. The product is FC1=C(C=O)C=CC=C1C=1C(=NC(=NC1)N1CCOCC1)C (2-fluoro-3-[4-methyl-2-(morpholin-4-yl)pyrimidin-5-yl]benzaldehyde). The yield is 64.9%. RXN SMILES: Br[C:2]1[C:3]([CH3:14])=[N:4][C:5]([N:8]2[CH2:13][CH2:12][O:11][CH2:10][CH2:9]2)=[N:6][CH:7]=1.[F:15][C:16]1[C:21]([CH:22]=[O:23])=[CH:20][CH:19]=[CH:18][C:17]=1B(O)O.P([O-])([O-])([O-])=O.[K+].[K+].[K+].C1(P(C2CCCCC2)C2C=CC=CC=2C2C(OC)=CC=CC=2OC)CCCCC1>C([O-])(=O)C.[Pd+2].C([O-])(=O)C.O.C(Cl)(Cl)Cl.C1(C)C=CC=CC=1>[F:15][C:16]1[C:17]([C:2]2[C:3]([CH3:14])=[N:4][C:5]([N:8]3[CH2:13][CH2:12][O:11][CH2:10][CH2:9]3)=[N:6][CH:7]=2)=[CH:18][CH:19]=[CH:20][C:21]=1[CH:22]=[O:23] |f:2.3.4.5,7.8.9|. Procedure: 4-(5-Bromo-4-methylpyrimidin-2-yl)morpholine (372 mg), (2-fluoro-3-formylphenyl)boronic acid (315 mg), and potassium phosphate (918 mg) were mixed with toluene (10 ml) and water (10 ml), and palladium acetate (16 mg) and dicyclohexyl(2′,6′-dimethoxybiphenyl-2-yl)phosphine (59 mg) were added thereto, followed by stirring at 100° C. for 4 hours. (2-Fluoro-3-formylphenyl)boronic acid (315 mg), potassium phosphate (918 mg), palladium acetate (16 mg), dicyclohexyl(2′,6′-dimethoxybiphenyl-2-yl)phosphi... Reactants: Cl, Cl, Cl, O=C(O)CC1COCCO1, NC1CCC(CCN2CCN(c3nccc4c3OCC4)CC2)CC1. Product: O=C(CC1COCCO1)NC1CCC(CCN2CCN(c3nccc4c3OCC4)CC2)CC1. As a reaction SMILES: [ClH:1].[ClH:2].[ClH:3].[O:28]1[CH:29]([CH2:34][C:35](=[O:36])[OH:37])[CH2:30][O:31][CH2:32][CH2:33]1.[O:4]1[CH2:5][CH2:6][c:7]2[c:8]1[c:9]([N:13]1[CH2:14][CH2:15][N:16]([CH2:19][CH2:20][CH:21]3[CH2:22][CH2:23][CH:24]([NH2:27])[CH2:25][CH2:26]3)[CH2:17][CH2:18]1)[n:10][cH:11][cH:12]2>>[O:4]1[CH2:5][CH2:6][c:7]2[c:8]1[c:9]([N:13]1[CH2:14][CH2:15][N:16]([CH2:19][CH2:20][CH:21]3[CH2:22][CH2:23][CH:24]([NH:27][C:35]([CH2:34][CH:29]4[O:28][CH2:33][CH2:32][O:31][CH2:30]4)=[O:36])[CH2:25][CH2:26]3)[CH2:17][CH2:18]1)[n:10][cH:11][cH:12]2. Reactants: CC(C)(C)OC(=O)N1CCCC1C(=O)NCCc1ccccc1, CCOC(C)=O, Cl. Product: Cl, O=C(NCCc1ccccc1)C1CCCN1. As a reaction SMILES: [C:1]([O:2][C:3](=[O:4])[N:8]1[CH:9]([C:10](=[O:11])[NH:12][CH2:13][CH2:14][c:15]2[cH:16][cH:17][cH:18][cH:19][cH:20]2)[CH2:21][CH2:22][CH2:23]1)([CH3:5])([CH3:6])[CH3:7].[C:25]([O:26][CH2:27][CH3:28])(=[O:29])[CH3:30].[ClH:24]>>[ClH:24].[NH:8]1[CH:9]([C:10](=[O:11])[NH:12][CH2:13][CH2:14][c:15]2[cH:16][cH:17][cH:18][cH:19][cH:20]2)[CH2:21][CH2:22][CH2:23]1.